Dataset: the Open Reaction Database (ORD), a public repository of structured organic reaction records. Task: describe an organic reaction: reactants, conditions, products, and yield Reactants: [Al+3], O=C(Cl)c1cc(Br)ccc1Cl, [Cl-], [Cl-], [Cl-], ClCCl, FC(F)COc1ccccc1, O. Yields the product O=C(c1ccc(OCC(F)F)cc1)c1cc(Br)ccc1Cl. RXN SMILES: [Al+3:24].[Br:1][c:2]1[cH:3][cH:4][c:5]([Cl:11])[c:6]([C:7](=[O:8])[Cl:9])[cH:10]1.[Cl-:23].[Cl-:25].[Cl-:26].[Cl:28][CH2:29][Cl:30].[F:12][CH:13]([CH2:14][O:15][c:16]1[cH:17][cH:18][cH:19][cH:20][cH:21]1)[F:22].[OH2:27]>>[Br:1][c:2]1[cH:3][cH:4][c:5]([Cl:11])[c:6]([C:7](=[O:8])[c:19]2[cH:18][cH:17][c:16]([O:15][CH2:14][CH:13]([F:12])[F:22])[cH:21][cH:20]2)[cH:10]1.